From a dataset of the Open Reaction Database (ORD), a public repository of structured organic reaction records. describe an organic reaction: reactants, conditions, products, and yield Reactants: COC(=O)Cl, CC(C)(C)OC(=O)N1CCCC1c1cc(N)ccc1SC1CC1, c1ccncc1. Yields the product COC(=O)Nc1ccc(SC2CC2)c(C2CCCN2C(=O)OC(C)(C)C)c1. As a reaction SMILES: [Cl:24][C:25](=[O:26])[O:27][CH3:28].[NH2:1][c:2]1[cH:3][cH:4][c:5]([S:20][CH:21]2[CH2:22][CH2:23]2)[c:6]([CH:8]2[N:9]([C:13](=[O:14])[O:15][C:16]([CH3:17])([CH3:18])[CH3:19])[CH2:10][CH2:11][CH2:12]2)[cH:7]1.[cH:29]1[cH:30][cH:31][n:32][cH:33][cH:34]1>>[NH:1]([c:2]1[cH:3][cH:4][c:5]([S:20][CH:21]2[CH2:22][CH2:23]2)[c:6]([CH:8]2[N:9]([C:13](=[O:14])[O:15][C:16]([CH3:17])([CH3:18])[CH3:19])[CH2:10][CH2:11][CH2:12]2)[cH:7]1)[C:25](=[O:26])[O:27][CH3:28]. The reactants are ClC1=NC(=CC(=C1)C#N)N1CCN(CC1)CC1CC1 (2-chloro-6-[4-(cyclopropylmethyl)piperazin-1-yl]pyridine-4-carbonitrile), FC(C1=CC=C(C=C1)B(O)O)(F)F (4-trifluoromethylphenylboronic acid), C([O-])([O-])=O.[Cs+].[Cs+] (cesium carbonate), CC(C)C1=CC(=C(C(=C1)C(C)C)C2=C(C=CC=C2)P(C3CCCCC3)C4CCCCC4)C(C)C (XPhos). Reagents/catalysts: C(C)(=O)[O-].[Pd+2].C(C)(=O)[O-] (palladium acetate). Run in O1CCOCC1 (dioxane). Reaction conditions: temperature 100 celsius. The product is C1(CC1)CN1CCN(CC1)C1=NC(=CC(=C1)C#N)C1=CC=C(C=C1)C(F)(F)F (2-[4-(cyclopropylmethyl)piperazin-1-yl]-6-[4-(trifluoromethyl)phenyl]pyridine-4-carbonitrile). RXN SMILES: Cl[C:2]1[CH:7]=[C:6]([C:8]#[N:9])[CH:5]=[C:4]([N:10]2[CH2:15][CH2:14][N:13]([CH2:16][CH:17]3[CH2:19][CH2:18]3)[CH2:12][CH2:11]2)[N:3]=1.[F:20][C:21]([F:32])([F:31])[C:22]1[CH:27]=[CH:26][C:25](B(O)O)=[CH:24][CH:23]=1.C(=O)([O-])[O-].[Cs+].[Cs+].CC(C1C=C(C(C)C)C(C2C=CC=CC=2P(C2CCCCC2)C2CCCCC2)=C(C(C)C)C=1)C>C([O-])(=O)C.[Pd+2].C([O-])(=O)C.O1CCOCC1>[CH:17]1([CH2:16][N:13]2[CH2:14][CH2:15][N:10]([C:4]3[CH:5]=[C:6]([C:8]#[N:9])[CH:7]=[C:2]([C:25]4[CH:26]=[CH:27][C:22]([C:21]([F:32])([F:31])[F:20])=[CH:23][CH:24]=4)[N:3]=3)[CH2:11][CH2:12]2)[CH2:19][CH2:18]1 |f:2.3.4,6.7.8|. Procedure: The nitrile 25D (2.4 g, 8.67 mmol), 4-trifluoromethylphenylboronic acid (2.05 g, 1.1 mol eq), palladium acetate (45 mg), cesium carbonate (4.5 g, 2 mol eq), and XPhos (190 mg) were mixed, placed under a nitrogen atmosphere and dioxane (10 mL) was added. The mixture was heated at 100° C. overnight. After cooling, the mixture was filtered through a celite pad, washed with dioxane (2×20 mL) and concentrated under reduced pressure. The residue was used for the next step without further purification. The reactants are Cc1ccc(-n2nc(C(C)(C)C)cc2NC(=O)Nc2ccc(OCC(C)c3ccnc(NC(=O)OC(C)(C)C)c3)c3ccccc23)cc1, ClCCl, O=C(O)C(F)(F)F. Yields the product Cc1ccc(-n2nc(C(C)(C)C)cc2NC(=O)Nc2ccc(OCC(C)c3ccnc(N)c3)c3ccccc23)cc1. As a reaction SMILES: [C:1]([CH3:2])([CH3:3])([CH3:4])[c:5]1[n:6][n:7](-[c:42]2[cH:43][cH:44][c:45]([CH3:48])[cH:46][cH:47]2)[c:8]([NH:10][C:11]([NH:12][c:13]2[cH:14][cH:15][c:16]([O:23][CH2:24][CH:25]([CH3:26])[c:27]3[cH:28][c:29]([NH:33][C:34](=[O:35])[O:36][C:37]([CH3:38])([CH3:39])[CH3:40])[n:30][cH:31][cH:32]3)[c:17]3[cH:18][cH:19][cH:20][cH:21][c:22]23)=[O:41])[cH:9]1.[Cl:56][CH2:57][Cl:58].[F:49][C:50]([F:51])([F:52])[C:53]([OH:54])=[O:55]>>[C:1]([CH3:2])([CH3:3])([CH3:4])[c:5]1[n:6][n:7](-[c:42]2[cH:43][cH:44][c:45]([CH3:48])[cH:46][cH:47]2)[c:8]([NH:10][C:11]([NH:12][c:13]2[cH:14][cH:15][c:16]([O:23][CH2:24][CH:25]([CH3:26])[c:27]3[cH:28][c:29]([NH2:33])[n:30][cH:31][cH:32]3)[c:17]3[cH:18][cH:19][cH:20][cH:21][c:22]23)=[O:41])[cH:9]1. The product is COC(=O)C(CCO)Oc1ccc(Cl)cc1. As a reaction SMILES: [CH3:16][OH:17].[Cl:1][c:2]1[cH:3][cH:4][c:5]([O:6][CH:7]2[C:8](=[O:12])[O:9][CH2:10][CH2:11]2)[cH:13][cH:14]1.[I:15]>>[Cl:1][c:2]1[cH:3][cH:4][c:5]([O:6][CH:7]([C:8](=[O:12])[O:17][CH3:16])[CH2:11][CH2:10][OH:9])[cH:13][cH:14]1. Reactants: CO, O=C1OCCC1Oc1ccc(Cl)cc1, I. Starting materials: COC1=NCCCCC1, CCO, Cl, NC1CCCC1c1ccccc1. Product: Cl, c1ccc(C2CCCC2N=C2CCCCCN2)cc1. RXN SMILES: [CH3:14][O:15][C:16]1=[N:22][CH2:21][CH2:20][CH2:19][CH2:18][CH2:17]1.[CH3:23][CH2:24][OH:25].[ClH:1].[c:2]1([CH:8]2[CH:9]([NH2:13])[CH2:10][CH2:11][CH2:12]2)[cH:3][cH:4][cH:5][cH:6][cH:7]1>>[ClH:1].[c:2]1([CH:8]2[CH:9]([N:13]=[C:16]3[CH2:17][CH2:18][CH2:19][CH2:20][CH2:21][NH:22]3)[CH2:10][CH2:11][CH2:12]2)[cH:3][cH:4][cH:5][cH:6][cH:7]1. The reactants are CCN(C(C)C)C(C)C, CN(C)C=O, CC(C)(CCl)C(=O)OCc1ccccc1, CC(C)(CCl)C(=O)Cl, [I-], CC(C)(C)OC(=O)NCC1CCNCC1, [Na+], OCc1ccccc1. As a reaction SMILES: [CH2:47]([N:48]([CH:49]([CH3:50])[CH3:51])[CH:52]([CH3:53])[CH3:54])[CH3:55].[CH3:58][N:59]([CH3:60])[CH:61]=[O:62].[Cl:16][CH2:17][C:18]([C:19](=[O:20])[O:21][CH2:22][c:23]1[cH:24][cH:25][cH:26][cH:27][cH:28]1)([CH3:29])[CH3:30].[Cl:31][CH2:32][C:33]([CH3:34])([CH3:35])[C:36]([Cl:37])=[O:38].[I-:57].[NH:1]1[CH2:2][CH2:3][CH:4]([CH2:7][NH:8][C:9]([O:10][C:11]([CH3:12])([CH3:13])[CH3:14])=[O:15])[CH2:5][CH2:6]1.[Na+:56].[OH:39][CH2:40][c:41]1[cH:42][cH:43][cH:44][cH:45][cH:46]1>>[N:1]1([CH2:17][C:18]([C:19](=[O:20])[O:21][CH2:22][c:23]2[cH:24][cH:25][cH:26][cH:27][cH:28]2)([CH3:29])[CH3:30])[CH2:2][CH2:3][CH:4]([CH2:7][NH:8][C:9]([O:10][C:11]([CH3:12])([CH3:13])[CH3:14])=[O:15])[CH2:5][CH2:6]1. Product: CC(C)(C)OC(=O)NCC1CCN(CC(C)(C)C(=O)OCc2ccccc2)CC1. Reactants: CC1([C@H]2CC[C@H]([C@@H]1C2)CC(=O)O)C (2-((1S,2S,5S)-6,6-dimethylbicyclo[3.1.1]heptan-2-yl)acetic acid), S(=O)(Cl)Cl (thionyl chloride). The solvent is CN(C=O)C (dimethylformamide). Run at temperature 22 celsius, time 2 hour. Product: CC1([C@H]2CC[C@H]([C@@H]1C2)CC(=O)Cl)C (2-((1S,2S,5S)-6,6-dimethylbicyclo[3.1.1]heptan-2-yl)acetyl chloride). As a reaction SMILES: [CH3:1][C:2]1([CH3:13])[C@H:7]2[CH2:8][C@@H:3]1[CH2:4][CH2:5][C@H:6]2[CH2:9][C:10](O)=[O:11].S(Cl)([Cl:16])=O>CN(C)C=O>[CH3:1][C:2]1([CH3:13])[C@H:7]2[CH2:8][C@@H:3]1[CH2:4][CH2:5][C@H:6]2[CH2:9][C:10]([Cl:16])=[O:11]. Procedure: To a mixture of Example 1B (300 mg, 1.65 mmol) and thionyl chloride (901 μL, 12.4 mmol) was added a drop of dimethylformamide. The reaction was stirred at about 22° C. for 2 hours. The excess thionyl chloride was evaporated and the residue was dried under vacuum to afford the title compound.